The task is: describe an organic reaction: reactants, conditions, products, and yield. This data is from the Open Reaction Database (ORD), a public repository of structured organic reaction records. Yield: 71.9%. The product is BrC1=CC=C(C=C1)NC(=O)NNC(CC1CN(C1)C(=O)C1CC1)=O (N-(4-bromophenyl)-2-{[1-(cyclopropylcarbonyl)-3-azetidinyl]acetyl}hydrazinecarboxamide). The reactants are C1(CC1)C(=O)N1CC(C1)CC(=O)NN (2-[1-(cyclopropylcarbonyl)-3-azetidinyl]acetohydrazide), BrC1=CC=C(C=C1)N=C=O (4-bromophenylisocyanate). Reaction SMILES: [CH:1]1([C:4]([N:6]2[CH2:9][CH:8]([CH2:10][C:11]([NH:13][NH2:14])=[O:12])[CH2:7]2)=[O:5])[CH2:3][CH2:2]1.[Br:15][C:16]1[CH:21]=[CH:20][C:19]([N:22]=[C:23]=[O:24])=[CH:18][CH:17]=1>ClCCl>[Br:15][C:16]1[CH:21]=[CH:20][C:19]([NH:22][C:23]([NH:14][NH:13][C:11](=[O:12])[CH2:10][CH:8]2[CH2:7][N:6]([C:4]([CH:1]3[CH2:3][CH2:2]3)=[O:5])[CH2:9]2)=[O:24])=[CH:18][CH:17]=1. Reaction conditions: time 1 hour. Procedure: In a round bottom flask, a solution of 2-[1-(cyclopropylcarbonyl)-3-azetidinyl]acetohydrazide (0.316 g, 1.602 mmol) in dichloromethane (10 mL) was treated with 4-bromophenylisocyanate (0.317 g, 1.602 mmol) and the reaction mixture was stirred at room temperature for 1 h (white precipitate formed). The white solid was filtered, rinsing with cold dichloromethane (4×), and dried under air suction to give the title compound (0.455 g, 87% pure, 62% yield). MS(ES)+ m/e 394.9, 396.6 [M+H]+. Run in ClCCl (dichloromethane). Starting materials: ClC=1C=C(C(=[N+](C1)[O-])C1=NN(C(=C1C)S(=O)(=O)C)C)F (5-chloro-3-fluoro-2-(5-methanesulfonyl-1,4-dimethyl-[1H]-pyrazol-3-yl)-pyridine-1-oxide), FC(C(=O)OC(C(F)(F)F)=O)(F)F (trifluoroacetic anhydride), ice water. Solvent: CN(C=O)C (dimethylformamide). Run at temperature 22 celsius, time 8 hour. Yields the product ClC=1C(NC(=C(C1)F)C1=NN(C(=C1C)S(=O)(=O)C)C)=O (3-Chloro-5-fluoro-6-(5-methanesulfonyl-1,4-dimethyl-[1H]-pyrazol-3-yl)-[1H]-pyridin-2-one). RXN SMILES: [Cl:1][C:2]1[CH:3]=[C:4]([F:20])[C:5]([C:9]2[C:13]([CH3:14])=[C:12]([S:15]([CH3:18])(=[O:17])=[O:16])[N:11]([CH3:19])[N:10]=2)=[N+:6]([O-])[CH:7]=1.FC(F)(F)C(OC(=O)C(F)(F)F)=[O:24]>CN(C)C=O>[Cl:1][C:2]1[C:7](=[O:24])[NH:6][C:5]([C:9]2[C:13]([CH3:14])=[C:12]([S:15]([CH3:18])(=[O:17])=[O:16])[N:11]([CH3:19])[N:10]=2)=[C:4]([F:20])[CH:3]=1. Procedure details: 2.6 go 5-chloro-3-fluoro-2-(5-methanesulfonyl-1,4-dimethyl-[1H]-pyrazol-3-yl)-pyridine-1-oxide (Example P40) are introduced into 35 ml of dry dimethylformamide. At a temperature of 10° C., 16.8 g of trifluoroacetic anhydride are added dropwise and the mixture is then stirred overnight at 22° C., subsequently poured into 2 liters of ice-water and extracted with tert-butyl methyl ether. After drying over magnesium sulfate, filtering and concentrating to dryness by evaporation in vacuo, 1.8 g of th...